This data is from the Open Reaction Database (ORD), a public repository of structured organic reaction records. The task is: describe an organic reaction: reactants, conditions, products, and yield Reactants: CS(C)=O, [H-], Cc1cc(C)c([N+](=O)[O-])cc1NC(=O)CCCl, [Na+], C1CCOC1, O. The product is Cc1cc(C)c([N+](=O)[O-])cc1N1CCC1=O. As a reaction SMILES: [CH3:21][S:22]([CH3:23])=[O:24].[H-:1].[N+:3](=[O:4])([O-:5])[c:6]1[cH:7][c:8]([NH:14][C:15]([CH2:16][CH2:17][Cl:18])=[O:19])[c:9]([CH3:13])[cH:10][c:11]1[CH3:12].[Na+:2].[O:25]1[CH2:26][CH2:27][CH2:28][CH2:29]1.[OH2:20]>>[N+:3](=[O:4])([O-:5])[c:6]1[cH:7][c:8]([N:14]2[C:15](=[O:19])[CH2:16][CH2:17]2)[c:9]([CH3:13])[cH:10][c:11]1[CH3:12].